From a dataset of the Open Reaction Database (ORD), a public repository of structured organic reaction records. describe an organic reaction: reactants, conditions, products, and yield Run at time 30 minute. As a reaction SMILES: [H-].[Na+].[CH3:3][O:4][C:5]([C:7]1[C:12]([NH2:13])=[N:11][C:10](Cl)=[CH:9][N:8]=1)=[O:6].[NH4+].[Cl-].[CH3:17][OH:18]>>[CH3:3][O:4][C:5]([C:7]1[C:12]([NH2:13])=[N:11][C:10]([O:18][CH3:17])=[CH:9][N:8]=1)=[O:6] |f:0.1,3.4|. Reactants: COC(=O)C1=NC=C(N=C1N)Cl (3-amino-5-chloro-pyrazine-2-carboxylic acid methyl ester), [H-].[Na+] (sodium hydride), CO (MeOH), [NH4+].[Cl-] (NH4Cl). The product is COC(=O)C1=NC=C(N=C1N)OC (3-Amino-5-methoxy-pyrazine-2-carboxylic acid methyl ester). Reported procedure: At 0° C. 75 mg (1.866 mmol) 60% sodium hydride in oil was added in portions to 5 ml MeOH and the mixture was stirred at room temperature for 30 min. After re-cooling to 0° C. 350 mg (1.866 mmol) 3-amino-5-chloro-pyrazine-2-carboxylic acid methyl ester (GB 1248146) was added and the mixture was allowed to warm to room temperature and stirred over night. Saturated aqueous NH4Cl was added and the mixture was extracted with DCM and EtOAc, the combined organic layers were washed with saturated aqueou... Reported procedure: The above aldehyde (1.2 g) was dissolved in dichloromethane (40 ml) and carboethoxymethylenetriphenylphosphorane (2.4 g) was added. After 18 hours at 25° the solution was concentrated in vacuo and the residue washed with hexane. Combined hexane washings were concentrated in vacuo to give ethyl-3-(2,6-dichloro-4-pyridyl)propenoate (1.2 g). NMR 1H : 7.50(2H,d), 2.28(2H,s), 6.52(2H,d), 4 29(2H,q), 1.32(3H,t). As a reaction SMILES: [Cl:1][C:2]1[CH:7]=[C:6]([CH:8]=O)[CH:5]=[C:4]([Cl:10])[N:3]=1.[C:11]([CH:16]=P(C1C=CC=CC=1)(C1C=CC=CC=1)C1C=CC=CC=1)([O:13][CH2:14][CH3:15])=[O:12]>ClCCl>[CH2:14]([O:13][C:11](=[O:12])[CH:16]=[CH:8][C:6]1[CH:7]=[C:2]([Cl:1])[N:3]=[C:4]([Cl:10])[CH:5]=1)[CH3:15]. The reactants are ClC1=NC(=CC(=C1)C=O)Cl ((2,6-dichloro-4-pyridyl)methanal), C(=O)(OCC)C=P(C1=CC=CC=C1)(C1=CC=CC=C1)C1=CC=CC=C1 (carboethoxymethylenetriphenylphosphorane). The solvent is ClCCl (dichloromethane). Isolated yield 71.5%. Product: C(C)OC(C=CC1=CC(=NC(=C1)Cl)Cl)=O (ethyl-3-(2,6-dichloro-4-pyridyl)propenoate). Starting materials: Cl (hydrochloric acid), NC1=C(C(N(C(N1CCCC)=O)CC1=C(C=CC=C1)F)=O)NC(CC1=CC=C(C=C1)N)=O (N-[6-amino-1-butyl-3-(2-fluoro-benzyl)-2,4-dioxo-1,2,3,4-tetrahydro-pyrimidin-5-yl]-2-(4-amino-phenyl)-acetamide), C(C)(C)N(C(C)C)CC (N,N-diisopropylethylamine), C(C1=CC=CC=C1)(C1=CC=CC=C1)(C1=CC=CC=C1)N1N=C(N=C1)C(=O)O (1-trityl-1H-[1,2,4]triazole-3-carboxylic acid), O.ON1N=NC2=C1C=CC=C2 (1-hydroxybenzotriazole hydrate), O-benzotriazol-1-yl-N,N,N′N′-tetramethyluronium hexafluorophosphate. Solvent: CN(C=O)C (N,N-dimethylformamide). Conditions: temperature 0 celsius, time 1 hour. Yields the product NC1=C(C(N(C(N1CCCC)=O)CC1=C(C=CC=C1)F)=O)NC(=O)CC1=CC=C(C=C1)NC(=O)C1=NN(C=N1)C(C1=CC=CC=C1)(C1=CC=CC=C1)C1=CC=CC=C1 (1-trityl-1H-[1,2,4]triazole-3-carboxylic acid (4-{[6-amino-1-butyl-3-(2-fluoro-benzyl)-2,4-dioxo-1,2,3,4-tetrahydro-pyrimidin-5-ylcarbamoyl]-methyl}-phenyl)-amide). Isolated yield 67.2%. Reaction SMILES: [C:1]([N:20]1[CH:24]=[N:23][C:22]([C:25](O)=[O:26])=[N:21]1)([C:14]1[CH:19]=[CH:18][CH:17]=[CH:16][CH:15]=1)([C:8]1[CH:13]=[CH:12][CH:11]=[CH:10][CH:9]=1)[C:2]1[CH:7]=[CH:6][CH:5]=[CH:4][CH:3]=1.O.ON1C2C=CC=CC=2N=N1.Cl.[NH2:40][C:41]1[N:46]([CH2:47][CH2:48][CH2:49][CH3:50])[C:45](=[O:51])[N:44]([CH2:52][C:53]2[CH:58]=[CH:57][CH:56]=[CH:55][C:54]=2[F:59])[C:43](=[O:60])[C:42]=1[NH:61][C:62](=[O:71])[CH2:63][C:64]1[CH:69]=[CH:68][C:67]([NH2:70])=[CH:66][CH:65]=1.C(N(CC)C(C)C)(C)C>CN(C)C=O>[NH2:40][C:41]1[N:46]([CH2:47][CH2:48][CH2:49][CH3:50])[C:45](=[O:51])[N:44]([CH2:52][C:53]2[CH:58]=[CH:57][CH:56]=[CH:55][C:54]=2[F:59])[C:43](=[O:60])[C:42]=1[NH:61][C:62]([CH2:63][C:64]1[CH:65]=[CH:66][C:67]([NH:70][C:25]([C:22]2[N:23]=[CH:24][N:20]([C:1]([C:2]3[CH:7]=[CH:6][CH:5]=[CH:4][CH:3]=3)([C:8]3[CH:9]=[CH:10][CH:11]=[CH:12][CH:13]=3)[C:14]3[CH:19]=[CH:18][CH:17]=[CH:16][CH:15]=3)[N:21]=2)=[O:26])=[CH:68][CH:69]=1)=[O:71] |f:1.2|. Procedure: A solution of 1-trityl-1H-[1,2,4]triazole-3-carboxylic acid (51 mg, 0.65 mmol) in N,N-dimethylformamide (0.8 mL) at 25° C. was treated with 1-hydroxybenzotriazole hydrate (19.3 mg, 0.14 mmol) and O-benzotriazol-1-yl-N,N,N′N′-tetramethyluronium hexafluorophosphate (54 mg, 0.14 mmol). The resulting mixture was cooled to 0° C. and then treated with the hydrochloric acid salt of N-[6-amino-1-butyl-3-(2-fluoro-benzyl)-2,4-dioxo-1,2,3,4-tetrahydro-pyrimidin-5-yl]-2-(4-amino-phenyl)-acetamide (62 mg, 0...